From a dataset of the Open Reaction Database (ORD), a public repository of structured organic reaction records. describe an organic reaction: reactants, conditions, products, and yield Starting materials: BrC=1N=CC(=NC1)C(=O)O (5-bromopyrazine-2-carboxylic acid), C1(CC1)C=1C=C(C(=NC1)N1CCNCC1)C (1-(5-cyclopropyl-3-methylpyridin-2-yl)piperazine). Product: BrC=1N=CC(=NC1)C(=O)N1CCN(CC1)C1=NC=C(C=C1C)C1CC1 ((5-bromopyrazin-2-yl) [4-(5-cyclopropyl-3-methylpyridin-2-yl)piperazin-1-yl]methanone). Yield: 65.6%. RXN SMILES: [Br:1][C:2]1[N:3]=[CH:4][C:5]([C:8]([OH:10])=O)=[N:6][CH:7]=1.[CH:11]1([C:14]2[CH:15]=[C:16]([CH3:26])[C:17]([N:20]3[CH2:25][CH2:24][NH:23][CH2:22][CH2:21]3)=[N:18][CH:19]=2)[CH2:13][CH2:12]1>>[Br:1][C:2]1[N:3]=[CH:4][C:5]([C:8]([N:23]2[CH2:24][CH2:25][N:20]([C:17]3[C:16]([CH3:26])=[CH:15][C:14]([CH:11]4[CH2:12][CH2:13]4)=[CH:19][N:18]=3)[CH2:21][CH2:22]2)=[O:10])=[N:6][CH:7]=1. Reported procedure: Using 5-bromopyrazine-2-carboxylic acid (1 g) and 1-(5-cyclopropyl-3-methylpyridin-2-yl)piperazine (1.07 g) described in Preparation Example 83 and by the reaction and treatment in the same manner as in Preparation Example 118, the title compound (1.3 g) was obtained.